This data is from the Open Reaction Database (ORD), a public repository of structured organic reaction records. The task is: describe an organic reaction: reactants, conditions, products, and yield Starting materials: [Al+3], [Cl-], [Cl-], [Cl-], O=Cc1cc(OCCl)c(O)cc1[N+](=O)[O-], CC(Cl)Cl, Cl, c1ccncc1. Yields the product O=Cc1cc(O)c(O)cc1[N+](=O)[O-]. As a reaction SMILES: [Al+3:17].[Cl-:16].[Cl-:18].[Cl-:19].[Cl:1][CH2:2][O:3][c:4]1[c:5]([OH:15])[cH:6][c:7]([N+:12](=[O:13])[O-:14])[c:8]([CH:9]=[O:10])[cH:11]1.[Cl:20][CH:21]([Cl:22])[CH3:23].[ClH:24].[cH:25]1[cH:26][cH:27][n:28][cH:29][cH:30]1>>[OH:3][c:4]1[c:5]([OH:15])[cH:6][c:7]([N+:12](=[O:13])[O-:14])[c:8]([CH:9]=[O:10])[cH:11]1. Product: CCOC(=O)C1CCN(CCOC)CC1. The reactants are O=C([O-])[O-], COCCBr, CCO, [K+], [K+], CCOC(=O)C1CCNCC1. RXN SMILES: [C:12](=[O:13])([O-:14])[O-:15].[CH3:18][O:19][CH2:20][CH2:21][Br:22].[CH3:23][CH2:24][OH:25].[K+:16].[K+:17].[NH:1]1[CH2:2][CH2:3][CH:4]([C:5](=[O:6])[O:7][CH2:8][CH3:9])[CH2:10][CH2:11]1>>[N:1]1([CH2:21][CH2:20][O:19][CH3:18])[CH2:2][CH2:3][CH:4]([C:5](=[O:6])[O:7][CH2:8][CH3:9])[CH2:10][CH2:11]1. Reactants: Cl (hydrochloric acid), C(=O)C=1C(=C(C=CC1)OCCCC(=O)O)O (4-(3-formyl-2-hydroxyphenyloxy)butyric acid), C(CC#N)#N (malononitrile), C(C)O (ethanol), aqueous solution, [F-].[K+] (potassium fluoride). Reaction conditions: time 2 minute. Yields the product C(#N)C=1C(OC2=C(C=CC=C2C1)OCCCC(=O)O)=O (4-(3-cyano-2-oxo-8-chromenyloxy)butyric acid). RXN SMILES: [CH:1]([C:3]1[C:4]([OH:16])=[C:5]([O:9][CH2:10][CH2:11][CH2:12][C:13]([OH:15])=[O:14])[CH:6]=[CH:7][CH:8]=1)=O.[C:17](#[N:21])[CH2:18][C:19]#N.[F-].[K+].Cl.C([OH:27])C>>[C:17]([C:18]1[C:19](=[O:27])[O:16][C:4]2[C:3]([CH:1]=1)=[CH:8][CH:7]=[CH:6][C:5]=2[O:9][CH2:10][CH2:11][CH2:12][C:13]([OH:15])=[O:14])#[N:21] |f:2.3|. Reported procedure: In 25 ml of ethanol was dissolved 4.3 g of 4-(3-formyl-2-hydroxyphenyloxy)butyric acid and 1.35 g of malononitrile, to which 3 ml of an aqueous solution containing 0.12 g of potassium fluoride was added at 40° C. and the mixture was vigorously stirred for 2 minutes. Then 5 ml of concentrated hydrochloric acid was added and the mixture was stirred for 3 minutes, followed by ice-cooling. A precipitate was filtered and recrystallized to give a desired compound. Reactants: CO\C=C(\C=C\C(=O)OC)/C(=O)OC (dimethyl (2E,4Z)-4-(methoxymethylene)-2-pentenedioate), C1(CCCCC1)N (cyclohexanamine), O (water). The solvent is CN(C)C=O (DMF). Reaction conditions: time 30 minute. The product is C1(CCCCC1)N1C=C(C=CC1=O)C(=O)OC (methyl 1-cyclohexyl-6-oxo-1,6-dihydro-3-pyridinecarboxylate). Yield: 36.0%. As a reaction SMILES: CO/[CH:3]=[C:4](\[C:11]([O:13][CH3:14])=[O:12])/[CH:5]=[CH:6]/[C:7]([O:9]C)=O.[CH:15]1([NH2:21])[CH2:20][CH2:19][CH2:18][CH2:17][CH2:16]1.O>CN(C=O)C>[CH:15]1([N:21]2[C:7](=[O:9])[CH:6]=[CH:5][C:4]([C:11]([O:13][CH3:14])=[O:12])=[CH:3]2)[CH2:20][CH2:19][CH2:18][CH2:17][CH2:16]1. Procedure details: To a solution of dimethyl (2E,4Z)-4-(methoxymethylene)-2-pentenedioate (1.23 g) in DMF (30 mL) was added cyclohexanamine (670 mg) at 0° C., and the mixture was stirred at the same temperature for 30 min under a nitrogen atmosphere. The reaction mixture was heated to reflux for 5 hr. The mixture was cooled with an ice-water bath and poured into water (100 mL). The resulted mixture was extracted with EtOAc (100 mL×2), and the organic phases were combined, washed with brine two times, dried over Mg... Reactants: COC1=CC=C2NC=C(CCN)C2=C1 (5-methoxytryptamine), ClCC#N (chloroacetonitrile). The solvent is C(C)N(CC)CC (triethylamine). The product is COC=1C=C2C(=CNC2=CC1)CCNCC#N (2-[[2-(5-methoxy-1H-indol-3-yl)-ethyl]-amino]-acetonitrile). Reaction SMILES: [CH3:1][O:2][C:3]1[CH:14]=[C:13]2[C:6]([NH:7][CH:8]=[C:9]2[CH2:10][CH2:11][NH2:12])=[CH:5][CH:4]=1.Cl[CH2:16][C:17]#[N:18]>C(N(CC)CC)C>[CH3:1][O:2][C:3]1[CH:14]=[C:13]2[C:6](=[CH:5][CH:4]=1)[NH:7][CH:8]=[C:9]2[CH2:10][CH2:11][NH:12][CH2:16][C:17]#[N:18]. Reported procedure: Using the procedure of Step A of Example 25, 25 g of 5-methoxytryptamine, 10 ml of chloroacetonitrile and 37 ml of triethylamine were reacted to obtain 20.9 g of the expected product. Starting materials: C1CCOC1, CC(C)(C)[O-], COc1cccc([N+](=O)[O-])c1C, CS(C)=O, CCOC(C)=O, [K+], O. Yields the product COc1cccc([N+](=O)[O-])c1CCO. Reaction SMILES: [CH2:19]1[O:20][CH2:21][CH2:22][CH2:23]1.[CH3:13][C:14]([CH3:15])([O-:16])[CH3:17].[CH3:1][c:2]1[c:3]([O:11][CH3:12])[cH:4][cH:5][cH:6][c:7]1[N+:8](=[O:9])[O-:10].[CH3:24][S:25]([CH3:26])=[O:27].[CH3:29][CH2:30][O:31][C:32](=[O:33])[CH3:34].[K+:18].[OH2:28]>>[CH2:1]([c:2]1[c:3]([O:11][CH3:12])[cH:4][cH:5][cH:6][c:7]1[N+:8](=[O:9])[O-:10])[CH2:14][OH:16]. Starting materials: CCO, C=CCc1cc(C=O)ccc1C#CC1(O)CN2CCC1CC2, Cl, CON. The product is C=CCc1cc(C=NOC)ccc1C#CC1(O)CN2CCC1CC2, Cl. Reaction SMILES: [CH3:27][CH2:28][OH:29].[CH:1](=[O:2])[c:3]1[cH:4][c:5]([CH2:20][CH:21]=[CH2:22])[c:6]([C:9]#[C:10][C:11]2([OH:19])[CH2:12][N:13]3[CH2:14][CH2:15][CH:16]2[CH2:17][CH2:18]3)[cH:7][cH:8]1.[ClH:23].[O:24]([CH3:25])[NH2:26]>>[CH:1]([c:3]1[cH:4][c:5]([CH2:20][CH:21]=[CH2:22])[c:6]([C:9]#[C:10][C:11]2([OH:19])[CH2:12][N:13]3[CH2:14][CH2:15][CH:16]2[CH2:17][CH2:18]3)[cH:7][cH:8]1)=[N:26][O:24][CH3:25].[ClH:23]. Yields the product O=C(O)C1=Cc2cc(Cl)cc(-c3ccc(F)cc3)c2OC1C(F)(F)F. Reactants: O=C([O-])C1=Cc2cc(Cl)cc(I)c2OC1C(F)(F)F, [K+], [K+], O=C([O-])[O-], OB(O)c1ccc(F)cc1, c1ccc(P(c2ccccc2)(c2ccccc2)[Pd](P(c2ccccc2)(c2ccccc2)c2ccccc2)(P(c2ccccc2)(c2ccccc2)c2ccccc2)P(c2ccccc2)(c2ccccc2)c2ccccc2)cc1. Reaction SMILES: [Cl:1][c:2]1[cH:3][c:4]2[c:9]([c:10]([I:12])[cH:11]1)[O:8][CH:7]([C:13]([F:14])([F:15])[F:16])[C:6]([C:17](=[O:18])[O-:19])=[CH:5]2.[K+:30].[K+:31].[O-:32][C:33]([O-:34])=[O:35].[OH:20][B:21]([OH:22])[c:23]1[cH:24][cH:25][c:26]([F:27])[cH:28][cH:29]1.[cH:36]1[cH:37][cH:38][c:39]([P:40]([Pd:41]([P:42]([c:43]2[cH:44][cH:45][cH:46][cH:47][cH:48]2)([c:49]2[cH:50][cH:51][cH:52][cH:53][cH:54]2)[c:55]2[cH:56][cH:57][cH:58][cH:59][cH:60]2)([P:61]([c:62]2[cH:63][cH:64][cH:65][cH:66][cH:67]2)([c:68]2[cH:69][cH:70][cH:71][cH:72][cH:73]2)[c:74]2[cH:75][cH:76][cH:77][cH:78][cH:79]2)[P:80]([c:81]2[cH:82][cH:83][cH:84][cH:85][cH:86]2)([c:87]2[cH:88][cH:89][cH:90][cH:91][cH:92]2)[c:93]2[cH:94][cH:95][cH:96][cH:97][cH:98]2)([c:99]2[cH:100][cH:101][cH:102][cH:103][cH:104]2)[c:105]2[cH:106][cH:107][cH:108][cH:109][cH:110]2)[cH:111][cH:112]1>>[Cl:1][c:2]1[cH:3][c:4]2[c:9]([c:10](-[c:23]3[cH:24][cH:25][c:26]([F:27])[cH:28][cH:29]3)[cH:11]1)[O:8][CH:7]([C:13]([F:14])([F:15])[F:16])[C:6]([C:17](=[O:18])[OH:19])=[CH:5]2.